describe an organic reaction: reactants, conditions, products, and yield From a dataset of the Open Reaction Database (ORD), a public repository of structured organic reaction records. Reactants: NC1=CC=C(C=CC(=O)O)C=C1 (4-Aminocinnamic acid), CO (methanol), S(O)(O)(=O)=O (sulfuric acid). The solvent is C(Cl)(Cl)Cl (chloroform). Yields the product NC1=CC=C(C=CC(=O)OC)C=C1 (methyl 4-aminocinnamate). Yield: 72.0%. Reaction SMILES: [NH2:1][C:2]1[CH:12]=[CH:11][C:5]([CH:6]=[CH:7][C:8]([OH:10])=[O:9])=[CH:4][CH:3]=1.[CH3:13]O.S(=O)(=O)(O)O>C(Cl)(Cl)Cl>[NH2:1][C:2]1[CH:3]=[CH:4][C:5]([CH:6]=[CH:7][C:8]([O:10][CH3:13])=[O:9])=[CH:11][CH:12]=1. Reported procedure: 4-Aminocinnamic acid (15.0 g, 77.6 mmol) was added to a mixed solvent of methanol (250 ml) and chloroform (150 ml), and sulfuric acid (3 ml) was added, which was followed by refluxing under heating for 47 hours. The reaction mixture was concentrated under reduced pressure, and the residue was made weak alkaline with a saturated aqueous sodium hydrogencarbonate and the mixture was extracted with ethyl acetate. The extract was washed with water and saturated brine, and dried over anhydrous magnesi...